This data is from the Open Reaction Database (ORD), a public repository of structured organic reaction records. The task is: describe an organic reaction: reactants, conditions, products, and yield Starting materials: ClC=1C=C(C=CC1)C=1C(OC(C1)=O)=O (3-(3-chlorophenyl)furan-2,5-dione), ( 1a ), O.NN (hydrazine hydrate). Solvent: O (water), C(C)(=O)O (acetic acid). Reaction conditions: time 1 hour. Product: ClC=1C=C(C=CC1)C1=C(N=NC(=C1)O)O (4-(3-chlorophenyl)pyridazine-3,6-diol). As a reaction SMILES: [Cl:1][C:2]1[CH:3]=[C:4]([C:8]2[C:9](=O)[O:10][C:11](=[O:13])[CH:12]=2)[CH:5]=[CH:6][CH:7]=1.O.[NH2:16][NH2:17]>O.C(O)(=O)C>[Cl:1][C:2]1[CH:3]=[C:4]([C:8]2[CH:12]=[C:11]([OH:13])[N:17]=[N:16][C:9]=2[OH:10])[CH:5]=[CH:6][CH:7]=1 |f:1.2|. Procedure details: To a 25 mL flask was added 3-(3-chlorophenyl)furan-2,5-dione (1.7 g, 8.15 mmol) from (1a) and hydrazine hydrate (0.476 mL, 9.78 mmol) in water (6 mL) and acetic acid (4 mL). The resulting mixture was refluxed for 18 hours. The solution was cooled and placed in the refrigerator for 1 hour. The resulting precipitate was filtered and dried, then purified by flash chromatography eluting with 5% methanol/dichloromethane to give 4-(3-chlorophenyl)pyridazine-3,6-diol.